From a dataset of the Open Reaction Database (ORD), a public repository of structured organic reaction records. describe an organic reaction: reactants, conditions, products, and yield Starting materials: [Br-].N1=C(N=CC=C1)N1CC[N+]2(CCCC2)CC1 (8-(2-pyrimidinyl)-8-aza-5-azoniaspiro[4,5]decane bromide), N1=CNC2=C1C=CC=C2 (benzimidazole), C([O-])([O-])=O.[K+].[K+] (potassium carbonate). Solvent: CN(C=O)C (dimethylformamide). Product: N1=C(N=CC=C1)N1CCN(CC1)CCCCN1C=NC2=C1C=CC=C2 (1-{4-[4-(2-pyrimidinyl)-1-piperazinyl]butyl}-1H-benzimidazole). Reaction SMILES: [Br-].[N:2]1[CH:7]=[CH:6][CH:5]=[N:4][C:3]=1[N:8]1[CH2:17][CH2:16][N+:11]2([CH2:15][CH2:14][CH2:13][CH2:12]2)[CH2:10][CH2:9]1.[N:18]1[C:22]2[CH:23]=[CH:24][CH:25]=[CH:26][C:21]=2[NH:20][CH:19]=1.C(=O)([O-])[O-].[K+].[K+]>CN(C)C=O>[N:4]1[CH:5]=[CH:6][CH:7]=[N:2][C:3]=1[N:8]1[CH2:9][CH2:10][N:11]([CH2:15][CH2:14][CH2:13][CH2:12][N:18]2[C:22]3[CH:23]=[CH:24][CH:25]=[CH:26][C:21]=3[N:20]=[CH:19]2)[CH2:16][CH2:17]1 |f:0.1,3.4.5|. Reported procedure: A mixture of 450 g (1.50 moles) of 8-(2-pyrimidinyl)-8-aza-5-azoniaspiro[4,5]decane bromide, 177 g (1.50 moles) of benzimidazole and 307 g (2.25 moles) of potassium carbonate in 2 l of dimethylformamide is heated to 140°-145° C. for 14 hours. The mixture is evaporated under vacuum, chloroform is added, the solution is washed with water, dried over sodium sulfate and evaporated under vacuum, and 457 g (91%) of 1-{4-[4-(2-pyrimidinyl)-1-piperazinyl]butyl}-1H-benzimidazole, with a melting point of ... The reactants are NC1=NC=NC(=C1C#N)Cl (4-amino-6-chloropyrimidine-5-carbonitrile), FC1=C2C(=C(C(=NC2=CC(=C1)F)C1=NC=CC=C1)C)NC=1C=C(C=NC1N1CCOCC1)B(O)O (5-(5,7-difluoro-3-methyl-2-(pyridin-2-yl)quinolin-4-ylamino)-6-morpholinopyridin-3-ylboronic acid), C([O-])([O-])=O.[Na+].[Na+] (sodium carbonate), BrC=1C=C(C(=NC1)N1CCOCC1)NC1=C(C(=NC2=CC(=CC(=C12)F)F)C1=NC=CC=C1)C (N-(5-bromo-2-morpholinopyridin-3-yl)-5,7-difluoro-3-methyl-2-(pyridin-2-yl)quinolin-4-amine), B1(OC(C(O1)(C)C)(C)C)B2OC(C(O2)(C)C)(C)C (bis(pinacolato)diboron), C(C)(=O)[O-].[K+] (potassium acetate). Reagents/catalysts: C=1C=CC(=CC1)[P](C=2C=CC=CC2)(C=3C=CC=CC3)[Pd]([P](C=4C=CC=CC4)(C=5C=CC=CC5)C=6C=CC=CC6)([P](C=7C=CC=CC7)(C=8C=CC=CC8)C=9C=CC=CC9)[P](C=1C=CC=CC1)(C=1C=CC=CC1)C=1C=CC=CC1 (tetrakis(triphenylphosphine)palladium). The solvent is CN(C)C=O (DMF), CN(C)C=O (DMF). Run at temperature 100 celsius, time 2.5 hour. Yields the product NC1=NC=NC(=C1C#N)C=1C=NC(=C(C1)NC1=C(C(=NC2=CC(=CC(=C12)F)F)C1=NC=CC=C1)C)N1CCOCC1 (4-amino-6-(5-((5,7-difluoro-3-methyl-2-(2-pyridinyl)-4-quinolinyl)amino)-6-(4-morpholinyl)-3-pyridinyl)-5-pyrimidinecarbonitrile). Reaction SMILES: BrC1C=C(NC2[C:24]3[C:19](=[CH:20][C:21]([F:26])=[CH:22][C:23]=3[F:25])[N:18]=C(C3C=CC=CN=3)C=2C)C(N2CCOCC2)=NC=1.B1(B2OC(C)(C)C(C)(C)O2)OC(C)(C)C(C)(C)O1.C([O-])(=O)C.[K+].[NH2:57][C:58]1[C:63]([C:64]#[N:65])=[C:62](Cl)[N:61]=[CH:60][N:59]=1.FC1C=C(F)C=C2C=1[C:70]([NH:86][C:87]1[CH:88]=[C:89](B(O)O)[CH:90]=[N:91][C:92]=1[N:93]1[CH2:98][CH2:97][O:96][CH2:95][CH2:94]1)=[C:71]([CH3:85])[C:72]([C:79]1[CH:84]=[CH:83][CH:82]=[CH:81][N:80]=1)=N2.C(=O)([O-])[O-].[Na+].[Na+]>CN(C=O)C.C1C=CC([P]([Pd]([P](C2C=CC=CC=2)(C2C=CC=CC=2)C2C=CC=CC=2)([P](C2C=CC=CC=2)(C2C=CC=CC=2)C2C=CC=CC=2)[P](C2C=CC=CC=2)(C2C=CC=CC=2)C2C=CC=CC=2)(C2C=CC=CC=2)C2C=CC=CC=2)=CC=1>[NH2:57][C:58]1[C:63]([C:64]#[N:65])=[C:62]([C:89]2[CH:90]=[N:91][C:92]([N:93]3[CH2:94][CH2:95][O:96][CH2:97][CH2:98]3)=[C:87]([NH:86][C:70]3[C:24]4[C:19](=[CH:20][C:21]([F:26])=[CH:22][C:23]=4[F:25])[N:18]=[C:72]([C:79]4[CH:84]=[CH:83][CH:82]=[CH:81][N:80]=4)[C:71]=3[CH3:85])[CH:88]=2)[N:61]=[CH:60][N:59]=1 |f:2.3,6.7.8,^1:116,118,137,156|. Reported procedure: A stirred mixture of N-(5-bromo-2-morpholinopyridin-3-yl)-5,7-difluoro-3-methyl-2-(pyridin-2-yl)quinolin-4-amine (0.23 g, 0.45 mmol), 1,1′-bis(diphenylphosphino)ferrocene-palladium(II) dichloride DCM complex (0.037 g, 0.046 mmol), bis(pinacolato)diboron (0.23 g, 0.91 mmol), and potassium acetate (0.14 g, 1.4 mmol) in dry DMF (5.0 mL) was purged three times with argon and placed under vacuum three times, then the mixture was heated to 100° C. After 2.5 h, the mixture was cooled to rt and used as ... RXN SMILES: [CH3:16][N:17]1[CH2:18][CH2:19][CH2:20][C:21]1=[O:22].[CH3:1][O:2][c:3]1[c:4]([N+:13](=[O:14])[O-:15])[cH:5][c:6]([N+:10](=[O:11])[O-:12])[c:7]([OH:9])[cH:8]1.[ClH:23]>>[OH:2][c:3]1[c:4]([N+:13](=[O:14])[O-:15])[cH:5][c:6]([N+:10](=[O:11])[O-:12])[c:7]([OH:9])[cH:8]1. Reactants: CN1CCCC1=O, COc1cc(O)c([N+](=O)[O-])cc1[N+](=O)[O-], Cl. Product: O=[N+]([O-])c1cc([N+](=O)[O-])c(O)cc1O. Reactants: Cl (HCl), BrC1=CC2=C(OCCN(S2(=O)=O)C(=O)OC(C)(C)C)C=C1 (tert-butyl 8-bromo-3,4-dihydro-2H-5,1,2-benzoxathiazepine-2-carboxylate 1,1-dioxide), B(OC(C)C)(OC(C)C)OC(C)C (triisopropyl borate), [Li]CCCC (nBuLi). Run in C1CCOC1 (THF). Reaction conditions: temperature -65 celsius, time 1 hour. Yields the product C(C)(C)(C)OC(=O)N1S(C2=C(OCC1)C=CC(=C2)B(O)O)(=O)=O ([2-(tert-butoxycarbonyl)-1,1-dioxido-3,4-dihydro-2H-5,1,2-benzoxathiazepin-8-yl]boronic acid). As a reaction SMILES: Br[C:2]1[CH:21]=[CH:20][C:5]2[O:6][CH2:7][CH2:8][N:9]([C:13]([O:15][C:16]([CH3:19])([CH3:18])[CH3:17])=[O:14])[S:10](=[O:12])(=[O:11])[C:4]=2[CH:3]=1.[B:22](OC(C)C)([O:27]C(C)C)[O:23]C(C)C.[Li]CCCC.Cl>C1COCC1>[C:16]([O:15][C:13]([N:9]1[CH2:8][CH2:7][O:6][C:5]2[CH:20]=[CH:21][C:2]([B:22]([OH:27])[OH:23])=[CH:3][C:4]=2[S:10]1(=[O:12])=[O:11])=[O:14])([CH3:19])([CH3:18])[CH3:17]. Procedure: To a solution of the product obtained in Step F above (21.6 g, 57.3 mmol) and 40 ml of triisopropyl borate in 210 ml of THF, cooled to −65° C. and under N2, there are added dropwise 90 ml (143 mmol) of 1.6M nBuLi solution. The reaction mixture is stirred for 1 hour at −65° C. and allowed to return to ambient temperature. After stirring for 1 hour, the solution is cooled in an ice bath and hydrolysed by adding 320 ml of 0.5M HCl solution. After extracting 3 times with CH2Cl2, the organic phase is... Starting materials: NC1=CC=C(C=C1)/C=C/CC(=O)OC (methyl (E)-4-(4-aminophenyl)-3-butenoate), CSC(=C[N+](=O)[O-])SC (1,1-bis-(methylthio)-2-nitroethylene). Solvent: C(CC)O (n-propanol). Product: CSC(=C[N+](=O)[O-])NC1=CC=C(C=C1)/C=C/CC(=O)OC (Methyl (E)-4-{4-((1-methylthio-2-nitroethen-1-yl)amino)phenyl}-3-butenoate). The yield is 85.5%. RXN SMILES: [NH2:1][C:2]1[CH:7]=[CH:6][C:5](/[CH:8]=[CH:9]/[CH2:10][C:11]([O:13][CH3:14])=[O:12])=[CH:4][CH:3]=1.[CH3:15][S:16][C:17](SC)=[CH:18][N+:19]([O-:21])=[O:20]>C(O)CC>[CH3:15][S:16][C:17]([NH:1][C:2]1[CH:3]=[CH:4][C:5](/[CH:8]=[CH:9]/[CH2:10][C:11]([O:13][CH3:14])=[O:12])=[CH:6][CH:7]=1)=[CH:18][N+:19]([O-:21])=[O:20]. Reported procedure: 7.00 g of methyl (E)-4-(4-aminophenyl)-3-butenoate was dissolved in 120 ml of n-propanol, followed by the addition of 30.28 g of 1,1-bis-(methylthio)-2-nitroethylene. The obtained mixture was heated under reflux for 3 hours and distilled to remove the solvent. The residue was purified by silica gel column chromatography (solvent: dichloromethane). The obtained solid was washed with ethyl ether to obtain 9.65 g of the title compound as a yellow powder (yield: 86%). The reactants are ClC1=NC=CC(=C1)[N+](=O)[O-] (2-chloro-4-nitro-pyridine), OC1CCN(CC1)C(=O)OC(C)(C)C (tert-butyl 4-hydroxypiperidine carboxylate), C([O-])([O-])=O.[Cs+].[Cs+] (cesium carbonate), C(C)(C)(C)P(C1=C(C2=CC=CC=C2C=C1)C1=CC=CC2=CC=CC=C12)C(C)(C)C (2-(di-tert-butylphosphino)-1,1′-binapthyl). Reagents/catalysts: C(C)(=O)[O-].[Pd+2].C(C)(=O)[O-] (palladium acetate). Solvent: C1(=CC=CC=C1)C (toluene). Conditions: time 8 hour. The product is C(C)(C)(C)OC(=O)N1CCC(CC1)OC1=NC=CC(=C1)[N+](=O)[O-] (4-(4-nitro-pyridin-2-yloxy)-piperidine-1-carboxylic acid tert-butyl ester), M-tBu. Reaction SMILES: Cl[C:2]1[CH:7]=[C:6]([N+:8]([O-:10])=[O:9])[CH:5]=[CH:4][N:3]=1.[OH:11][CH:12]1[CH2:17][CH2:16][N:15]([C:18]([O:20][C:21]([CH3:24])([CH3:23])[CH3:22])=[O:19])[CH2:14][CH2:13]1.C(=O)([O-])[O-].[Cs+].[Cs+].C(P(C(C)(C)C)C1C=CC2C(=CC=CC=2)C=1C1C2C(=CC=CC=2)C=CC=1)(C)(C)C>C([O-])(=O)C.[Pd+2].C([O-])(=O)C.C1(C)C=CC=CC=1>[C:21]([O:20][C:18]([N:15]1[CH2:16][CH2:17][CH:12]([O:11][C:2]2[CH:7]=[C:6]([N+:8]([O-:10])=[O:9])[CH:5]=[CH:4][N:3]=2)[CH2:13][CH2:14]1)=[O:19])([CH3:24])([CH3:22])[CH3:23] |f:2.3.4,6.7.8|. Reported procedure: Add 100 mL of toluene to a nitrogen purged mixture of 2-chloro-4-nitro-pyridine (4.32 g, 27.2 mmol), tert-butyl 4-hydroxypiperidine carboxylate (11.0 g, 54.5 mmol), cesium carbonate (13.3 g, 40.8 mmol), palladium acetate (122 mg, 0.544 mmol) and 2-(di-tert-butylphosphino)-1,1′-binapthyl (271 mg, 0.68 mmol). Stir the resulting mixture overnight at room temperature, then partition between water and ethyl acetate. Extract the aqueous layer with additional ethyl acetate, and dry the combined organic...